Dataset: the Open Reaction Database (ORD), a public repository of structured organic reaction records. Task: describe an organic reaction: reactants, conditions, products, and yield Starting materials: [Al+3].[Cl-].[Cl-].[Cl-] (AlCl3), [H-].[H-].[H-].[H-].[Li+].[Al+3] (LiAlH4), S1C(=CC=C1)C(CCC)(CCC)O (4-thiophen-2-yl-heptan-4-ol). The solvent is CCOCC (Et2O). Reaction conditions: temperature 0 celsius, time 1 hour. The product is C(CC)C(CCC)C=1SC=CC1 (2-(1-propylbutyl)thiophene). As a reaction SMILES: [H-].[H-].[H-].[H-].[Li+].[Al+3].[Al+3].[Cl-].[Cl-].[Cl-].[S:11]1[CH:15]=[CH:14][CH:13]=[C:12]1[C:16](O)([CH2:20][CH2:21][CH3:22])[CH2:17][CH2:18][CH3:19]>CCOCC>[CH2:17]([CH:16]([C:12]1[S:11][CH:15]=[CH:14][CH:13]=1)[CH2:20][CH2:21][CH3:22])[CH2:18][CH3:19] |f:0.1.2.3.4.5,6.7.8.9|. Reported procedure: Under nitrogen, a suspension of LiAlH4 (3.6 g, 94.9 mmol) in dry Et2O (500 mL) was cooled to 0° C. by an ice/water bath. AlCl3 (24.9 g, 186.7 mmol) was then added in small portions. After addition, the mixture was stirred at 0° C. for 1 hour. A solution of 4-thiophen-2-yl-heptan-4-ol (10.2 g, 51.3 mmol) was then added dropwise. The mixture was stirred at 0° C. for 2 hours, and allowed to warm to room temperature and stirred at room temperature overnight. After cooling to 0° C., the reaction was ... Conditions: time 8 hour. Yields the product IC1=CC=C(CN2C(C3=CC=CC=C3C2=O)=O)C=C1 (2-(4 Iodo-benzyl)-isoindole-1,3-dione). Reported procedure: To a solution of 4-iodo-benzyl bromide (9.04 g, 30.4 mmol) in DMF (316 mL) was added phthalimide (4.47 g, 30.4 mmol) and cesium carbonate (14.86 g, 45.6 mmol). The reaction stirred at room temperature overnight under nitrogen atmosphere. The next day, the reaction mixture was quenched with water. The product precipitated from the quenched reaction mixture and was filtered off, washed with water, and collected as a white solid (9.5 g, 86% yield). 1H NMR (600 MHz, CDCl3): δ 7.84 (m, 2H), 7.71 (m, ... Yield: 86.1%. RXN SMILES: [I:1][C:2]1[CH:9]=[CH:8][C:5]([CH2:6]Br)=[CH:4][CH:3]=1.[C:10]1(=[O:20])[NH:14][C:13](=[O:15])[C:12]2=[CH:16][CH:17]=[CH:18][CH:19]=[C:11]12.C(=O)([O-])[O-].[Cs+].[Cs+]>CN(C=O)C>[I:1][C:2]1[CH:9]=[CH:8][C:5]([CH2:6][N:14]2[C:10](=[O:20])[C:11]3[C:12](=[CH:16][CH:17]=[CH:18][CH:19]=3)[C:13]2=[O:15])=[CH:4][CH:3]=1 |f:2.3.4|. Starting materials: IC1=CC=C(CBr)C=C1 (4-iodo-benzyl bromide), C1(C=2C(C(N1)=O)=CC=CC2)=O (phthalimide), C([O-])([O-])=O.[Cs+].[Cs+] (cesium carbonate). The solvent is CN(C)C=O (DMF). Starting materials: CCOC(C)=O, Cl, CC(C)(C)OC(=O)COC(=O)C1=CCCCC1S(=O)(=O)Nc1ccc(F)cc1F. Yields the product O=C(O)COC(=O)C1=CCCCC1S(=O)(=O)Nc1ccc(F)cc1F. As a reaction SMILES: [CH3:31][CH2:32][O:33][C:34](=[O:35])[CH3:36].[ClH:30].[F:1][c:2]1[c:3]([NH:9][S:10](=[O:11])(=[O:12])[CH:13]2[CH2:14][CH2:15][CH2:16][CH:17]=[C:18]2[C:19](=[O:20])[O:21][CH2:22][C:23](=[O:24])[O:25][C:26]([CH3:27])([CH3:28])[CH3:29])[cH:4][cH:5][c:6]([F:8])[cH:7]1>>[F:1][c:2]1[c:3]([NH:9][S:10](=[O:11])(=[O:12])[CH:13]2[CH2:14][CH2:15][CH2:16][CH:17]=[C:18]2[C:19](=[O:20])[O:21][CH2:22][C:23](=[O:24])[OH:25])[cH:4][cH:5][c:6]([F:8])[cH:7]1. Reactants: C1(=CC=CC=C1)C(=C)C1=CC=CC=C1 (1,1-Diphenylethylene), C1(=CC=CC=C1)O (phenol), C1(=CC=C(C=C1)S(=O)(=O)O)C (p-toluenesulfonic acid), C1(=CC=C(C=C1)S(=O)(=O)O)C (p-toluenesulfonic acid), C(O)([O-])=O.[Na+] (sodium hydrogencarbonate). The product is C1(=CC=CC=C1)C(C)(C1=CC=CC=C1)C1=CC=C(C=C1)O (p-(1,1-diphenylethyl)phenol). Reaction SMILES: [C:1]1([C:7]([C:9]2[CH:14]=[CH:13][CH:12]=[CH:11][CH:10]=2)=[CH2:8])[CH:6]=[CH:5][CH:4]=[CH:3][CH:2]=1.[C:15]1([OH:21])[CH:20]=[CH:19][CH:18]=[CH:17][CH:16]=1.C1(C)C=CC(S(O)(=O)=O)=CC=1.C(=O)([O-])O.[Na+]>>[C:1]1([C:7]([C:18]2[CH:19]=[CH:20][C:15]([OH:21])=[CH:16][CH:17]=2)([C:9]2[CH:10]=[CH:11][CH:12]=[CH:13][CH:14]=2)[CH3:8])[CH:6]=[CH:5][CH:4]=[CH:3][CH:2]=1 |f:3.4|. Reported procedure: 1,1-Diphenylethylene and phenol in an excess amount were heated in an oil bath at 140° to 150° C. for 1 hour in the presence of p-toluenesulfonic acid. After being allowed to cool, p-toluenesulfonic acid was neutralized using sodium hydrogencarbonate and the excess phenol was then removed by steam distillation to obtain p-(1,1-diphenylethyl)phenol. The resulting phenol was then subjected to carboxylation by the Kolbe reaction according to the process described in Synthesis Example 1 to obtain Co... Reactants: BrC=1N=C(N(C1)C1=CC=C(C=C1)C1=CC(=CC=C1)S(=O)(=O)C)C1=C(C=CC=C1)C(F)(F)F (4-bromo-1-(3′-(methylsulfonyl)biphenyl-4-yl)-2-(2-(trifluoromethyl)phenyl)-1H-imidazole), N1CCC1 (azetidine), N1[C@H](C(=O)O)CCC1 (L-proline), C(=O)([O-])[O-].[Cs+].[Cs+] (Cs2CO3). The reagents and catalysts are [Cu]I (CuI). Solvent: CN(C)C=O (DMF). Conditions: temperature 120 celsius. Product: C(=O)(C(F)(F)F)O (TFA), N1(CCC1)C=1N=C(N(C1)C1=CC=C(C=C1)C1=CC(=CC=C1)S(=O)(=O)C)C1=C(C=CC=C1)C(F)(F)F (4-(azetidin-1-yl)-1-(3′-(methylsulfonyl)biphenyl-4-yl)-2-(2-(trifluoromethyl)phenyl)-1H-imidazole). The yield is 52.3%. RXN SMILES: Br[C:2]1[N:3]=[C:4]([C:23]2[CH:28]=[CH:27][CH:26]=[CH:25][C:24]=2[C:29]([F:32])([F:31])[F:30])[N:5]([C:7]2[CH:12]=[CH:11][C:10]([C:13]3[CH:18]=[CH:17][CH:16]=[C:15]([S:19]([CH3:22])(=[O:21])=[O:20])[CH:14]=3)=[CH:9][CH:8]=2)[CH:6]=1.[NH:33]1[CH2:36][CH2:35][CH2:34]1.N1CCC[C@H]1C(O)=O.[C:45]([O-:48])([O-])=[O:46].[Cs+].[Cs+]>[Cu]I.CN(C=O)C>[C:45]([OH:48])([C:29]([F:32])([F:31])[F:30])=[O:46].[N:33]1([C:2]2[N:3]=[C:4]([C:23]3[CH:28]=[CH:27][CH:26]=[CH:25][C:24]=3[C:29]([F:31])([F:30])[F:32])[N:5]([C:7]3[CH:8]=[CH:9][C:10]([C:13]4[CH:18]=[CH:17][CH:16]=[C:15]([S:19]([CH3:22])(=[O:21])=[O:20])[CH:14]=4)=[CH:11][CH:12]=3)[CH:6]=2)[CH2:36][CH2:35][CH2:34]1 |f:3.4.5|. Procedure: 4-bromo-1-(3′-(methylsulfonyl)biphenyl-4-yl)-2-(2-(trifluoromethyl)phenyl)-1H-imidazole (188 mgs, 0.361 mmol), azetidine (0.4 mL 5.94 mmol), L-proline (50 mg, 0.434 mmol), Cs2CO3 (517 mg, 1.44 mmol), 2.5 mL anhydrous DMF, and CuI (69 mg, 362 mmol) were added to a 5 mL microwave tube and sealed. The tube was purged with an argon balloon for five minutes. The reaction was heated at 120° C. for 24 h and then cooled to room temperature. The crude reaction mixture was purified directly by HPLC using ... The reactants are [H-].[H-].[H-].[H-].[Li+].[Al+3] (LAH), OCCN(C(=O)C1CCCC2=CC=CC=C12)C (1-[N-(2-hydroxyethyl)-N-methylaminocarbonyl]-1,2,3,4-tetrahydronaphthalene), O (water), [OH-].[Na+] (NaOH), Formula 11, O (water). Solvent: C1CCOC1 (THF), C1CCOC1 (THF). Yields the product OCCN(C)CC1CCCC2=CC=CC=C12 (1-[N-(2-hydroxyethyl)-N-methylaminomethyl]-1,2,3,4-tetrahydronaphthalene). Isolated yield 94.8%. RXN SMILES: [H-].[H-].[H-].[H-].[Li+].[Al+3].[OH:7][CH2:8][CH2:9][N:10]([CH3:23])[C:11]([CH:13]1[C:22]2[C:17](=[CH:18][CH:19]=[CH:20][CH:21]=2)[CH2:16][CH2:15][CH2:14]1)=O.O.[OH-].[Na+]>C1COCC1>[OH:7][CH2:8][CH2:9][N:10]([CH2:11][CH:13]1[C:22]2[C:17](=[CH:18][CH:19]=[CH:20][CH:21]=2)[CH2:16][CH2:15][CH2:14]1)[CH3:23] |f:0.1.2.3.4.5,8.9|. Procedure details: To an incomplete solution of 7.5 g (200 mmol) of LAH in 200 ml of THF was added a solution of 30.65 g (131.4 mmol) of 1-[N-(2-hydroxyethyl)-N-methylaminocarbonyl]-1,2,3,4-tetrahydronaphthalene, a compound of Formula 11 prepared, for example, as described in Preparation 11, dissolved in 100 ml of THF. The reaction was stirred at reflux for 30 minutes, cooled to ambient temperature, and treated with 7.5 ml of water, 7.5 ml of 15% NaOH, and finally with 22.5 ml of water. Insoluble inorganic materia...